This data is from the Open Reaction Database (ORD), a public repository of structured organic reaction records. The task is: describe an organic reaction: reactants, conditions, products, and yield Reactants: N#CCNC(=O)C1CC(S(=O)(=O)c2ccccc2)CN1, CC(=O)O[BH-](OC(C)=O)OC(C)=O, C1CCOC1, CC(=O)O, O=Cc1ccccc1, Cl, [Na+]. Product: N#CCNC(=O)C1CC(S(=O)(=O)c2ccccc2)CN1Cc1ccccc1. Reaction SMILES: [C:2](#[N:3])[CH2:4][NH:5][C:6](=[O:7])[CH:8]1[NH:9][CH2:10][CH:11]([S:13](=[O:14])(=[O:15])[c:16]2[cH:17][cH:18][cH:19][cH:20][cH:21]2)[CH2:12]1.[C:34]([O:35][BH-:36]([O:37][C:38](=[O:39])[CH3:40])[O:41][C:42](=[O:43])[CH3:44])(=[O:45])[CH3:46].[CH2:48]1[O:49][CH2:50][CH2:51][CH2:52]1.[CH3:22][C:23](=[O:24])[OH:25].[CH:26](=[O:27])[c:28]1[cH:29][cH:30][cH:31][cH:32][cH:33]1.[ClH:1].[Na+:47]>>[C:2](#[N:3])[CH2:4][NH:5][C:6](=[O:7])[CH:8]1[N:9]([CH2:26][c:28]2[cH:29][cH:30][cH:31][cH:32][cH:33]2)[CH2:10][CH:11]([S:13](=[O:14])(=[O:15])[c:16]2[cH:17][cH:18][cH:19][cH:20][cH:21]2)[CH2:12]1. Starting materials: ClC=1SC2=C(N1)C=CC(=C2)F (2-chloro-6-fluoro-benzothiazole), BrC1=CC=C(N)C=C1 (4-bromoaniline), Cl (HCl), O1CCOCC1 (dioxane). Solvent: C(CCC)O (n-butanol). Reaction conditions: temperature 65 celsius. The product is BrC1=CC=C(C=C1)NC=1SC2=C(N1)C=CC(=C2)F (N-(4-bromophenyl)-6-fluoro-1,3-benzothiazol-2-amine). As a reaction SMILES: Cl[C:2]1[S:3][C:4]2[CH:10]=[C:9]([F:11])[CH:8]=[CH:7][C:5]=2[N:6]=1.[Br:12][C:13]1[CH:19]=[CH:18][C:16]([NH2:17])=[CH:15][CH:14]=1.Cl.O1CCOCC1>C(O)CCC>[Br:12][C:13]1[CH:19]=[CH:18][C:16]([NH:17][C:2]2[S:3][C:4]3[CH:10]=[C:9]([F:11])[CH:8]=[CH:7][C:5]=3[N:6]=2)=[CH:15][CH:14]=1. Reported procedure: A mixture of 2-chloro-6-fluoro-benzothiazole (0.65 g, 3.5 mmol) and 4-bromoaniline (0.61 g, 3.5 mmol) in n-butanol (6 mL) was heated at 60-70° C. under nitrogen to obtain a solution, to which 4 M HCl in dioxane (0.43 mL, 1.73 mmol) was slowly added dropwise. The reaction mixture was then heated at 90° C. for 18 h. Upon cooling to rt, the reaction mixture was concentrated under reduced pressure. The resulting solid was triturated with ethanol and collected by filtration. This yielded 0.98 g (88%)... Starting materials: C[O-].[Na+] (sodium methoxide), COC(CC1=CC=C(C=C1)CN1C2=CC=CC=C2C=2C=CC=CC12)=O ((4-Carbazol-9-ylmethyl-phenyl)acetic acid methyl ester), Cl.NO (hydroxylamine hydrochloride). The solvent is CO (methanol), CO (methanol), C(C)(=O)OCC (ethyl acetate), C([O-])(O)=O.[Na+] (sodium bicarbonate). Run at time 24 hour. The product is C1=CC=CC=2C3=CC=CC=C3N(C12)CC1=CC=C(C=C1)CC(=O)NO (2-(4-Carbazol-9-ylmethylphenyl)-N-hydroxyacetamide). Isolated yield 37.8%. RXN SMILES: C[O:2][C:3](=O)[CH2:4][C:5]1[CH:10]=[CH:9][C:8]([CH2:11][N:12]2[C:24]3[CH:23]=[CH:22][CH:21]=[CH:20][C:19]=3[C:18]3[C:13]2=[CH:14][CH:15]=[CH:16][CH:17]=3)=[CH:7][CH:6]=1.Cl.[NH2:27][OH:28].C[O-].[Na+]>CO.C(OCC)(=O)C.C(=O)(O)[O-].[Na+]>[CH:23]1[C:24]2[N:12]([CH2:11][C:8]3[CH:9]=[CH:10][C:5]([CH2:4][C:3]([NH:27][OH:28])=[O:2])=[CH:6][CH:7]=3)[C:13]3[C:18](=[CH:17][CH:16]=[CH:15][CH:14]=3)[C:19]=2[CH:20]=[CH:21][CH:22]=1 |f:1.2,3.4,7.8|. Reported procedure: (4-Carbazol-9-ylmethylphenyl)acetic acid methyl ester (25) (0.25 g, 0.8 mmol) and hydroxylamine hydrochloride (0.32 g, 4.6 mmol) were placed under argon and dissolved in 5 mL of methanol. To it was added a 25% sodium methoxide solution in methanol (1.33 g, 6.2 mmol) which resulted in the formation of a white precipitate. The reaction was stirred for 24 h at room temperature after which the reaction was diluted with ethyl acetate (20 mL) and saturated aqueous sodium bicarbonate (20 mL). The organ... RXN SMILES: [Cl:32][CH2:33][Cl:34].[Cl:4][c:5]1[c:6]([C:20](=[O:21])[O:22][CH2:23][CH3:24])[n:7][o:8][c:9]1-[c:10]1[cH:11][cH:12][c:13]([C:16]([F:17])([F:18])[F:19])[cH:14][cH:15]1.[ClH:25].[Li+:3].[O:27]1[CH2:28][CH2:29][CH2:30][CH2:31]1.[OH-:2].[OH2:1].[OH2:26]>>[Cl:4][c:5]1[c:6]([C:20](=[O:21])[OH:22])[n:7][o:8][c:9]1-[c:10]1[cH:11][cH:12][c:13]([C:16]([F:17])([F:18])[F:19])[cH:14][cH:15]1. Product: O=C(O)c1noc(-c2ccc(C(F)(F)F)cc2)c1Cl. The reactants are ClCCl, CCOC(=O)c1noc(-c2ccc(C(F)(F)F)cc2)c1Cl, Cl, [Li+], C1CCOC1, [OH-], O, O.